From a dataset of the Open Reaction Database (ORD), a public repository of structured organic reaction records. describe an organic reaction: reactants, conditions, products, and yield Reactants: N#Cc1ccc(S(=O)(=O)NCCN2CC3CNCC(C2)O3)cc1, CC(=O)O[BH-](OC(C)=O)OC(C)=O, O=C([O-])[O-], Cn1cc(C=O)c2ccccc21, ClCCCl, [Na+], [Na+], [Na+]. Yields the product Cn1cc(CN2CC3CN(CCNS(=O)(=O)c4ccc(C#N)cc4)CC(C2)O3)c2ccccc21. As a reaction SMILES: [C:1](#[N:2])[c:3]1[cH:4][cH:5][c:6]([S:9](=[O:10])(=[O:11])[NH:12][CH2:13][CH2:14][N:15]2[CH2:16][CH:17]3[CH2:18][NH:19][CH2:20][CH:21]([CH2:22]2)[O:23]3)[cH:7][cH:8]1.[C:36]([O:37][BH-:38]([O:39][C:40](=[O:41])[CH3:42])[O:43][C:44](=[O:45])[CH3:46])(=[O:47])[CH3:48].[C:50](=[O:51])([O-:52])[O-:53].[CH3:24][n:25]1[cH:26][c:27]([CH:34]=[O:35])[c:28]2[cH:29][cH:30][cH:31][cH:32][c:33]12.[Cl:56][CH2:57][CH2:58][Cl:59].[Na+:49].[Na+:54].[Na+:55]>>[C:1](#[N:2])[c:3]1[cH:4][cH:5][c:6]([S:9](=[O:10])(=[O:11])[NH:12][CH2:13][CH2:14][N:15]2[CH2:16][CH:17]3[CH2:18][N:19]([CH2:34][c:27]4[cH:26][n:25]([CH3:24])[c:33]5[c:28]4[cH:29][cH:30][cH:31][cH:32]5)[CH2:20][CH:21]([CH2:22]2)[O:23]3)[cH:7][cH:8]1. The reactants are C1COCCN1, CO, O=C(Nc1ccc2cnccc2c1)C(Cl)c1ccccc1. The product is O=C(Nc1ccc2cnccc2c1)C(c1ccccc1)N1CCOCC1. Reaction SMILES: [CH2:22]1[CH2:23][O:24][CH2:25][CH2:26][NH:27]1.[CH3:28][OH:29].[Cl:1][CH:2]([C:3](=[O:4])[NH:5][c:6]1[cH:7][c:8]2[cH:9][cH:10][n:11][cH:12][c:13]2[cH:14][cH:15]1)[c:16]1[cH:17][cH:18][cH:19][cH:20][cH:21]1>>[CH:2]([C:3](=[O:4])[NH:5][c:6]1[cH:7][c:8]2[cH:9][cH:10][n:11][cH:12][c:13]2[cH:14][cH:15]1)([c:16]1[cH:17][cH:18][cH:19][cH:20][cH:21]1)[N:27]1[CH2:22][CH2:23][O:24][CH2:25][CH2:26]1. Reaction SMILES: [CH3:1][N:2]1[CH2:3][CH2:4][NH:5][CH2:6][CH2:7]1.[CH:8]([N:9]([CH:10]([CH3:11])[CH3:12])[CH2:13][CH3:14])([CH3:15])[CH3:16].[Cl:17][C:18]([Cl:19])([O:20][C:21](=[O:22])[O:23][C:24]([Cl:25])([Cl:26])[Cl:27])[Cl:28].[Cl:29][CH2:30][Cl:31]>>[CH3:1][N:2]1[CH2:3][CH2:4][N:5]([C:18]([Cl:17])=[O:20])[CH2:6][CH2:7]1. The product is CN1CCN(C(=O)Cl)CC1. Starting materials: CN1CCNCC1, CCN(C(C)C)C(C)C, O=C(OC(Cl)(Cl)Cl)OC(Cl)(Cl)Cl, ClCCl. Procedure: 3.96 g (8.57 mmol) of the above 6,8-difluoro-2-(3-fluoro-4-pivaloylaminophenyl)-5-(3-hydroxypropylamino)-7-methyl-4H-1-benzopyran-4-one was dissolved in 100 mL of pyridine under ice-cooling, 1.3 mL (17 mmol) of methanesulfonyl chloride was added and the mixture was stirred at the same temperature for 1 hour. Water was added to the reaction solution and the precipitated crystals were collected by filtration to give 4.62 g of 6,8-difluoro-2-(3-fluoro-4-pivaloylaminophenyl)-5-(3-methanesulfonyloxyp... The product is FC=1C(=C(C2=C(C(C=C(O2)C2=CC(=C(C=C2)NC(C(C)(C)C)=O)F)=O)C1NCCCOS(=O)(=O)C)F)C (6,8-difluoro-2-(3-fluoro-4-pivaloylaminophenyl)-5-(3-methanesulfonyloxypropylamino)-7-methyl-4H-1-benzopyran-4-one). Starting materials: CS(=O)(=O)Cl (methanesulfonyl chloride), FC=1C(=C(C2=C(C(C=C(O2)C2=CC(=C(C=C2)NC(C(C)(C)C)=O)F)=O)C1NCCCO)F)C (6,8-difluoro-2-(3-fluoro-4-pivaloylaminophenyl)-5-(3-hydroxypropylamino)-7-methyl-4H-1-benzopyran-4-one), O (Water). The solvent is N1=CC=CC=C1 (pyridine). Conditions: time 1 hour. The yield is 99.7%. Reaction SMILES: [F:1][C:2]1[C:3]([CH3:33])=[C:4]([F:32])[C:5]2[O:10][C:9]([C:11]3[CH:16]=[CH:15][C:14]([NH:17][C:18](=[O:23])[C:19]([CH3:22])([CH3:21])[CH3:20])=[C:13]([F:24])[CH:12]=3)=[CH:8][C:7](=[O:25])[C:6]=2[C:26]=1[NH:27][CH2:28][CH2:29][CH2:30][OH:31].[CH3:34][S:35](Cl)(=[O:37])=[O:36].O>N1C=CC=CC=1>[F:1][C:2]1[C:3]([CH3:33])=[C:4]([F:32])[C:5]2[O:10][C:9]([C:11]3[CH:16]=[CH:15][C:14]([NH:17][C:18](=[O:23])[C:19]([CH3:22])([CH3:21])[CH3:20])=[C:13]([F:24])[CH:12]=3)=[CH:8][C:7](=[O:25])[C:6]=2[C:26]=1[NH:27][CH2:28][CH2:29][CH2:30][O:31][S:35]([CH3:34])(=[O:37])=[O:36]. The reactants are ClC1=C(C(=O)O)C(=CC=C1)C (2-chloro-6-methyl-benzoic acid), FC1=CC=C(C=C1)O (4-fluorophenol). Yields the product FC1=CC=C(OC2=C(C(=O)O)C(=CC=C2)C)C=C1 (2-(4-Fluoro-phenoxy)-6-methyl-benzoic acid). RXN SMILES: Cl[C:2]1[CH:10]=[CH:9][CH:8]=[C:7]([CH3:11])[C:3]=1[C:4]([OH:6])=[O:5].[F:12][C:13]1[CH:18]=[CH:17][C:16]([OH:19])=[CH:15][CH:14]=1>>[F:12][C:13]1[CH:18]=[CH:17][C:16]([O:19][C:2]2[CH:10]=[CH:9][CH:8]=[C:7]([CH3:11])[C:3]=2[C:4]([OH:6])=[O:5])=[CH:15][CH:14]=1. Procedure details: The title compound was synthesized from 2-chloro-6-methyl-benzoic acid and 4-fluorophenol in analogy to example 18a; MS-(−)-ion: M−1=245.5.